Dataset: the Open Reaction Database (ORD), a public repository of structured organic reaction records. Task: describe an organic reaction: reactants, conditions, products, and yield Reactants: C(=O)C1=C(C=C(S1)C(=O)O)C (5-formyl-4-methyl-thiophene-2-carboxylic acid), C(CO)O (ethylene glycol). Reagents/catalysts: O.C1(=CC=C(C=C1)S(=O)(=O)O)C (p-toluene sulfonic acid hydrate). Run in CC(OCC)=O (EA), C1(=CC=CC=C1)C (toluene). The product is O1C(OCC1)C1=C(C=C(S1)C(=O)O)C (5-[1,3]dioxolan-2-yl-4-methyl-thiophene-2-carboxylic acid). Isolated yield 97.9%. As a reaction SMILES: [CH:1]([C:3]1[S:7][C:6]([C:8]([OH:10])=[O:9])=[CH:5][C:4]=1[CH3:11])=[O:2].[CH2:12](O)[CH2:13][OH:14]>C1(C)C=CC=CC=1.CC(=O)OCC.O.C1(C)C=CC(S(O)(=O)=O)=CC=1>[O:2]1[CH2:12][CH2:13][O:14][CH:1]1[C:3]1[S:7][C:6]([C:8]([OH:10])=[O:9])=[CH:5][C:4]=1[CH3:11] |f:4.5|. Procedure: A suspension of 5-formyl-4-methyl-thiophene-2-carboxylic acid (3.00 g, 17.6 mmol), ethylene glycol (3.28 g, 52.9 mmol) and p-toluene sulfonic acid hydrate (61 mg, 0.353 mmol) in toluene (80 mL) is refluxed for 3 h in a Dean-Stark apparatus. The clear solution is diluted with EA and washed twice with water. The washings are extracted back with EA. The combined organic extracts are dried over Na2SO4, filtered, concentrated and dried to give 5-[1,3]dioxolan-2-yl-4-methyl-thiophene-2-carboxylic acid... Reactants: C1(=CC=CC=C1)C(O)(C1CCNCC1)C1=CC=CC=C1 (α,α-diphenyl-4-piperidinemethanol), ClCCCC(=O)C1=CC=C(C=C1)C1CCCC1 (4-chloro-4'-cyclopentylbutyrophenone), C([O-])(O)=O.[K+] (potassium bicarbonate), [I-].[K+] (potassium iodide). Solvent: C1(=CC=CC=C1)C (toluene), O (water), C1(=CC=CC=C1)C (toluene). Reaction conditions: time 88 hour. Yields the product Cl.C1(CCCC1)C1=CC=C(C=C1)C(CCCN1CCC(CC1)C(C1=CC=CC=C1)(C1=CC=CC=C1)O)=O (4'-cyclopentyl-4-[4-(α-hydroxy-α-phenylbenzyl)piperidino]butyrophenone hydrochloride). As a reaction SMILES: [C:1]1([C:7]([C:15]2[CH:20]=[CH:19][CH:18]=[CH:17][CH:16]=2)([CH:9]2[CH2:14][CH2:13][NH:12][CH2:11][CH2:10]2)[OH:8])[CH:6]=[CH:5][CH:4]=[CH:3][CH:2]=1.[Cl:21][CH2:22][CH2:23][CH2:24][C:25]([C:27]1[CH:32]=[CH:31][C:30]([CH:33]2[CH2:37][CH2:36][CH2:35][CH2:34]2)=[CH:29][CH:28]=1)=[O:26].C(=O)(O)[O-].[K+].[I-].[K+]>C1(C)C=CC=CC=1.O>[ClH:21].[CH:33]1([C:30]2[CH:29]=[CH:28][C:27]([C:25](=[O:26])[CH2:24][CH2:23][CH2:22][N:12]3[CH2:13][CH2:14][CH:9]([C:7]([OH:8])([C:15]4[CH:20]=[CH:19][CH:18]=[CH:17][CH:16]=4)[C:1]4[CH:2]=[CH:3][CH:4]=[CH:5][CH:6]=4)[CH2:10][CH2:11]3)=[CH:32][CH:31]=2)[CH2:34][CH2:35][CH2:36][CH2:37]1 |f:2.3,4.5,8.9|. Reported procedure: A mixture of 27.6 g (0.1 mole) of α,α-diphenyl-4-piperidinemethanol, 30 g (0.12 mole) of 4-chloro-4'-cyclopentylbutyrophenone, 20 g of potassium bicarbonate and 0.1 g of potassium iodide in 250 ml of toluene and 40 ml of water is stirred on a steam bath for 88 hours. Upon cooling to room temperature the toluene layer is separated and the aqueous layer is extracted twice with 50 ml of toluene. The combined organic fractions are washed with water and saturated sodium chloride solution, dried over ... Yields the product CSc1ncc(C(=O)O)c(Nc2ccc3[nH]ncc3c2)n1. RXN SMILES: [CH2:3]([CH3:4])[O:5][C:6](=[O:7])[c:8]1[c:9]([NH:16][c:17]2[cH:18][c:19]3[cH:20][n:21][nH:22][c:23]3[cH:24][cH:25]2)[n:10][c:11]([S:14][CH3:15])[n:12][cH:13]1.[CH3:1][OH:2].[ClH:28].[Na+:27].[OH-:26].[OH2:29]>>[O:5]=[C:6]([OH:7])[c:8]1[c:9]([NH:16][c:17]2[cH:18][c:19]3[cH:20][n:21][nH:22][c:23]3[cH:24][cH:25]2)[n:10][c:11]([S:14][CH3:15])[n:12][cH:13]1. Reactants: CCOC(=O)c1cnc(SC)nc1Nc1ccc2[nH]ncc2c1, CO, Cl, [Na+], [OH-], O. Starting materials: COC1=CC=C(C=C1)N1CCNCC1 (4-Methoxyphenypiperazine), C(C=C)#N (acrylonitrile). Run at time 16 hour. Yields the product COC1=CC=C(C=C1)N1CCN(CC1)CCC#N (3-(4-(4-Methoxyphenyl)piperazin-1-yl)propanenitrile). Isolated yield 69.7%. Reaction SMILES: [CH3:1][O:2][C:3]1[CH:8]=[CH:7][C:6]([N:9]2[CH2:14][CH2:13][NH:12][CH2:11][CH2:10]2)=[CH:5][CH:4]=1.[C:15](#[N:18])[CH:16]=[CH2:17]>>[CH3:1][O:2][C:3]1[CH:4]=[CH:5][C:6]([N:9]2[CH2:14][CH2:13][N:12]([CH2:17][CH2:16][C:15]#[N:18])[CH2:11][CH2:10]2)=[CH:7][CH:8]=1. Procedure: 4-Methoxyphenypiperazine (0.92 g, 4.68 mmol) and acrylonitrile (0.31 mL, 4.68 mmol) were mixed in a 10 mL reaction tube and stirred for 16 hours. The product was purified by silica gel flash chromatography (EtOAc/hexanes=1:8, Rf=0.3) to give 0.8 g (74%) white solid. 1H NMR (400 MHz, CDCl3) δ 6.98-6.90 (m, 2H), 6.90-6.82 (m, 2H), 3.79 (s, 3H), 3.17-3.07 (m, 4H), 2.78 (t, J=7.0 Hz, 2H), 2.74-2.64 (m, 4H), 2.57 (t, J=7.0 Hz, 2H). 13C NMR (101 MHz, CDCl3) δ 154.0, 145.5, 118.8, 118.4, 114.5, 55.6, 5...